The task is: describe an organic reaction: reactants, conditions, products, and yield. This data is from the Open Reaction Database (ORD), a public repository of structured organic reaction records. Starting materials: CC1=C(C=CC(=C1)OC)SCCC(=O)O (3-[(2-methyl-4-methoxyphenyl)thio]propanoic acid), ester, [OH-].[Na+] (NaOH). Solvent: C(Cl)(Cl)Cl (CHCl3). Product: COC=1C=C(C2=C(C(CCS2)=O)C1)C (6-methoxy-8-methyl-2H-[1]benzothiopyran-4-one). Reaction SMILES: [CH3:1][C:2]1[CH:7]=[C:6]([O:8][CH3:9])[CH:5]=[CH:4][C:3]=1[S:10][CH2:11][CH2:12][C:13]([OH:15])=O.[OH-].[Na+]>C(Cl)(Cl)Cl>[CH3:9][O:8][C:6]1[CH:7]=[C:2]([CH3:1])[C:3]2[S:10][CH2:11][CH2:12][C:13](=[O:15])[C:4]=2[CH:5]=1 |f:1.2|. Procedure details: A solution of 21.1 g 3-[(2-methyl-4-methoxyphenyl)thio]propanoic acid and 160 g polyphosphoric ester in 150 ml CHCl3 is refluxed for 45 min. To the cooled reaction mixture is added 200 ml 0.5 N NaOH. The organic phase is separated and the aqueous phase is extracted with 100 ml CHCl3. The combined organic extracts are dried over Na2SO4, filtered, concentrated under reduced pressure and flash chromatrographed with ethyl acetate/hexane (8:92) to yield 6-methoxy-8-methyl-2H-[1]benzothiopyran-4-one. Reactants: [BH4-], CCO, [Na+], O, O=Cc1ccc(C=Cc2csc3ccccc23)s1. Yields the product OCc1ccc(C=Cc2csc3ccccc23)s1. RXN SMILES: [BH4-:1].[CH3:3][CH2:4][OH:5].[Na+:2].[OH2:24].[s:6]1[c:7]2[c:8]([c:9]([CH:11]=[CH:12][c:13]3[cH:14][cH:15][c:16]([CH:18]=[O:19])[s:17]3)[cH:10]1)[cH:20][cH:21][cH:22][cH:23]2>>[s:6]1[c:7]2[c:8]([c:9]([CH:11]=[CH:12][c:13]3[cH:14][cH:15][c:16]([CH2:18][OH:19])[s:17]3)[cH:10]1)[cH:20][cH:21][cH:22][cH:23]2. RXN SMILES: [Cl:10][C:11](=[O:12])[O:13][CH2:14][c:15]1[cH:16][cH:17][cH:18][cH:19][cH:20]1.[OH:1][CH:2]1[CH2:3][NH:4][CH:5]([C:7]([OH:8])=[O:9])[CH2:6]1>>[OH:1][CH:2]1[CH2:3][N:4]([C:11](=[O:12])[O:13][CH2:14][c:15]2[cH:16][cH:17][cH:18][cH:19][cH:20]2)[CH:5]([C:7]([OH:8])=[O:9])[CH2:6]1. Yields the product O=C(O)C1CC(O)CN1C(=O)OCc1ccccc1. Reactants: O=C(Cl)OCc1ccccc1, O=C(O)C1CC(O)CN1. Reactants: C(C)(C)(C)P(C(C)(C)C)CC(CP1C2CCCC1CCC2)=C (9-(2-{[di(tert-butyl)phosphino]methyl}-2-propenyl)-9-phosphabicyclo[3.3.1]nonane), C(C)(C)(C)PC(C)(C)C (di-tert-butylphoshine), ClCC(=C)CCl (3-chloro-2-chloromethyl-1-propene). Reported procedure: FIG. 1: 9-(2-{[di(tert-butyl)phosphino]methyl}-2-propenyl)-9-phosphabicyclo[3.3.1]nonane A mixture of di-tert-butylphoshine (5 g, 34.1 mmol) and 3-chloro-2-chloromethyl-1-propene (14.04 g, 69 mmol) was dissolved in degassed acetonitrile (70 ml) and heated to 60° C. for 16 hours. The solvent was removed in vacuo and the product was suspended in hexane (50 ml). After filtration the product was washed with hexane (2 times 40 ml). The white solid salt was neutralized in a mixture of toluene (50 ml) ... Isolated yield 40.0%. Run in C(C)#N (acetonitrile). As a reaction SMILES: [C:1]([P:5]([CH2:10][C:11](=[CH2:22])[CH2:12]P1C2CCCC1CCC2)[C:6]([CH3:9])([CH3:8])[CH3:7])([CH3:4])([CH3:3])[CH3:2].C(PC(C)(C)C)(C)(C)C.[Cl:32]CC(CCl)=C>C(#N)C>[C:1]([P:5]([C:6]([CH3:9])([CH3:8])[CH3:7])[CH2:10][C:11]([CH2:12][Cl:32])=[CH2:22])([CH3:4])([CH3:3])[CH3:2]. The product is C(C)(C)(C)P(CC(=C)CCl)C(C)(C)C (di(tert-butyl)[2-(chloromethyl)-2-propenyl]phosphine). Run at temperature 60 celsius. Reactants: CC(C)c1nn(Cc2ccc(Br)cc2)c(=O)c(C(=O)NCC(=O)O)c1O, O=C([O-])[O-], C1COCCO1, CO, Cl, OB(O)c1cc(F)nc(F)c1, [K+], [K+], O, c1ccc(P(c2ccccc2)(c2ccccc2)[Pd](P(c2ccccc2)(c2ccccc2)c2ccccc2)(P(c2ccccc2)(c2ccccc2)c2ccccc2)P(c2ccccc2)(c2ccccc2)c2ccccc2)cc1. Product: CC(C)c1nn(Cc2ccc(-c3cc(F)nc(F)c3)cc2)c(=O)c(C(=O)NCC(=O)O)c1O. As a reaction SMILES: [Br:1][c:2]1[cH:3][cH:4][c:5]([CH2:8][n:9]2[n:10][c:11]([CH:24]([CH3:25])[CH3:26])[c:12]([OH:23])[c:13]([C:16](=[O:17])[NH:18][CH2:19][C:20](=[O:21])[OH:22])[c:14]2=[O:15])[cH:6][cH:7]1.[C:38](=[O:39])([O-:40])[O-:41].[CH2:45]1[O:46][CH2:47][CH2:48][O:49][CH2:50]1.[CH3:52][OH:53].[ClH:44].[F:27][c:28]1[n:29][c:30]([F:37])[cH:31][c:32]([B:34]([OH:35])[OH:36])[cH:33]1.[K+:42].[K+:43].[OH2:51].[cH:54]1[cH:55][cH:56][c:57]([P:58]([Pd:59]([P:60]([c:61]2[cH:62][cH:63][cH:64][cH:65][cH:66]2)([c:67]2[cH:68][cH:69][cH:70][cH:71][cH:72]2)[c:73]2[cH:74][cH:75][cH:76][cH:77][cH:78]2)([P:79]([c:80]2[cH:81][cH:82][cH:83][cH:84][cH:85]2)([c:86]2[cH:87][cH:88][cH:89][cH:90][cH:91]2)[c:92]2[cH:93][cH:94][cH:95][cH:96][cH:97]2)[P:98]([c:99]2[cH:100][cH:101][cH:102][cH:103][cH:104]2)([c:105]2[cH:106][cH:107][cH:108][cH:109][cH:110]2)[c:111]2[cH:112][cH:113][cH:114][cH:115][cH:116]2)([c:117]2[cH:118][cH:119][cH:120][cH:121][cH:122]2)[c:123]2[cH:124][cH:125][cH:126][cH:127][cH:128]2)[cH:129][cH:130]1>>[c:2]1(-[c:32]2[cH:31][c:30]([F:37])[n:29][c:28]([F:27])[cH:33]2)[cH:3][cH:4][c:5]([CH2:8][n:9]2[n:10][c:11]([CH:24]([CH3:25])[CH3:26])[c:12]([OH:23])[c:13]([C:16](=[O:17])[NH:18][CH2:19][C:20](=[O:21])[OH:22])[c:14]2=[O:15])[cH:6][cH:7]1. The reactants are C(=O)C1=C(NC(=C1C)C)C(=O)OC (methyl 3-formyl-4,5-dimethylpyrrole-2-carboxylate), BrCC=C(C)C (1-bromo-3-methyl-2-butene). The product is C(=O)C1=C(N(C(=C1C)C)CC=C(C)C)C(=O)OC (Methyl 3-formyl-4,5-dimethyl-1-(3-methyl-2-butenyl)pyrrole-2-carboxylate). RXN SMILES: [CH:1]([C:3]1[C:7]([CH3:8])=[C:6]([CH3:9])[NH:5][C:4]=1[C:10]([O:12][CH3:13])=[O:11])=[O:2].Br[CH2:15][CH:16]=[C:17]([CH3:19])[CH3:18]>>[CH:1]([C:3]1[C:7]([CH3:8])=[C:6]([CH3:9])[N:5]([CH2:15][CH:16]=[C:17]([CH3:19])[CH3:18])[C:4]=1[C:10]([O:12][CH3:13])=[O:11])=[O:2]. Procedure: The title compound was prepared as a pale yellow-orange solid in 85.4% yeild in a similar procedure to that described in Referential Example 9 by using methyl 3-formyl-4,5-dimethylpyrrole-2-carboxylate and 1-bromo-3-methyl-2-butene.